Dataset: the Open Reaction Database (ORD), a public repository of structured organic reaction records. Task: describe an organic reaction: reactants, conditions, products, and yield Starting materials: C(C1=CC=CC=C1)OC(=O)N[C@@H]1[C@@H](CN(CC1)C1=CC(=NC=C1)C(=O)OC)OC (Methyl cis(±)-4-(4-{[(benzyloxy)carbonyl]amino}-3-methoxypiperidin-1-yl)pyridine-2-carboxylate), [H][H] (hydrogen). Reagents/catalysts: [C].[Pd] (palladium-carbon). The solvent is C(C)O (ethanol). Yields the product N[C@@H]1[C@@H](CN(CC1)C1=CC(=NC=C1)C(=O)OC)OC (Methyl cis(±)-4-(4-amino-3-methoxypiperidin-1-yl)pyridine-2-carboxylate). Isolated yield 42.7%. As a reaction SMILES: C(OC([NH:11][C@H:12]1[CH2:17][CH2:16][N:15]([C:18]2[CH:23]=[CH:22][N:21]=[C:20]([C:24]([O:26][CH3:27])=[O:25])[CH:19]=2)[CH2:14][C@H:13]1[O:28][CH3:29])=O)C1C=CC=CC=1.[H][H]>C(O)C.[C].[Pd]>[NH2:11][C@H:12]1[CH2:17][CH2:16][N:15]([C:18]2[CH:23]=[CH:22][N:21]=[C:20]([C:24]([O:26][CH3:27])=[O:25])[CH:19]=2)[CH2:14][C@H:13]1[O:28][CH3:29] |f:3.4|. Procedure: Methyl cis(±)-4-(4-{[(benzyloxy)carbonyl]amino}-3-methoxypiperidin-1-yl)pyridine-2-carboxylate obtained in Example (160b) (74.8 mg) was dissolved in ethanol (10 mL). A 10% palladium-carbon catalyst (100 mg) was added, and the mixture was stirred in a hydrogen atmosphere overnight. The reaction solution was filtered through celite and then concentrated under reduced pressure, to obtain 21.2 mg of the title compound as a colorless oily substance. The resulting compound was used for the next reacti... Procedure details: Diethylether (300 ml) was added to trifluoroacetoacetonitrile (13.7 g, 0.100 mole) and to this was added an ethereal solution of diazomethane, which was prepared from N-nitrosomethylurea (25.77 g, 0.250 mole), a 50% solution of potassium hydroxide (112.22 g, 1.00 mole) and diethylether (180 ml), with ice cooling. The solution was allowed to stand over night while cooling with ice. Next day, until the pH being 3-4 (by an universal test paper) acetic acid in limited amounts was added to the reacti... RXN SMILES: [F:1][C:2]([F:9])([F:8])[C:3](=[O:7])[CH2:4][C:5]#[N:6].[N+](=[CH2:12])=[N-].N(CNC(N)=O)=O.[OH-].[K+]>C(O)(=O)C.C(OCC)C>[CH3:12][O:7][C:3]([C:2]([F:9])([F:8])[F:1])=[CH:4][C:5]#[N:6] |f:3.4|. The reactants are FC(C(CC#N)=O)(F)F (trifluoroacetoacetonitrile), [OH-].[K+] (potassium hydroxide), solution, [N+](=[N-])=C (diazomethane), N(=O)CNC(=O)N (N-nitrosomethylurea), [N+](=[N-])=C (diazomethane). The solvent is C(C)OCC (Diethylether), C(C)OCC (diethylether), C(C)(=O)O (acetic acid). Product: COC(=CC#N)C(F)(F)F (3-Methoxy-3-(trifluoromethyl)acrylonitrile). The yield is 35.1%. Starting materials: C[N+](C)(CCCNC=O)CC(=O)Nc1ccc([N+](=O)[O-])cc1, [Cl-], Cl, [Na+], [OH-], O. Product: C[N+](C)(CCCN)CC(=O)Nc1ccc([N+](=O)[O-])cc1, [Cl-]. As a reaction SMILES: [CH3:2][N+:3]([CH2:4][CH2:5][CH2:6][NH:7][CH:8]=[O:9])([CH2:10][C:11]([NH:12][c:13]1[cH:14][cH:15][c:16]([N+:19](=[O:20])[O-:21])[cH:17][cH:18]1)=[O:22])[CH3:23].[Cl-:1].[ClH:24].[Na+:26].[OH-:25].[OH2:27]>>[CH3:2][N+:3]([CH2:4][CH2:5][CH2:6][NH2:7])([CH2:10][C:11]([NH:12][c:13]1[cH:14][cH:15][c:16]([N+:19](=[O:20])[O-:21])[cH:17][cH:18]1)=[O:22])[CH3:23].[Cl-:1]. Starting materials: [Br-], O=C(O)CCCC[P+](c1ccccc1)(c1ccccc1)c1ccccc1, CC(C)(C=O)COC1CCCCO1, CN(C)P(=O)(N(C)C)N(C)C, CCCCCC, [Li]CCCC, C1CCOC1. The product is CC(C)(C=CCCCC(=O)O)COC1CCCCO1. RXN SMILES: [Br-:1].[C:2](=[O:3])([OH:4])[CH2:5][CH2:6][CH2:7][CH2:8][P+:9]([c:10]1[cH:11][cH:12][cH:13][cH:14][cH:15]1)([c:16]1[cH:17][cH:18][cH:19][cH:20][cH:21]1)[c:22]1[cH:23][cH:24][cH:25][cH:26][cH:27]1.[CH3:33][C:34]([CH:35]=[O:36])([CH2:37][O:38][CH:39]1[O:40][CH2:41][CH2:42][CH2:43][CH2:44]1)[CH3:45].[CH3:46][N:47]([CH3:48])[P:49](=[O:50])([N:51]([CH3:52])[CH3:53])[N:54]([CH3:55])[CH3:56].[CH3:62][CH2:63][CH2:64][CH2:65][CH2:66][CH3:67].[Li:28][CH2:29][CH2:30][CH2:31][CH3:32].[O:57]1[CH2:58][CH2:59][CH2:60][CH2:61]1>>[C:2](=[O:3])([OH:4])[CH2:5][CH2:6][CH2:7][CH:8]=[CH:35][C:34]([CH3:33])([CH2:37][O:38][CH:39]1[O:40][CH2:41][CH2:42][CH2:43][CH2:44]1)[CH3:45]. The reactants are C(=O)NN (Formylhydrazine), C(C)(C)(C)OC(=O)N1CC(NC2=C(C1)C=C(C=C2)Cl)=S (7-chloro-2-thioxo-1,2,3,5-tetrahydro-benzo[e][1,4]diazepine-4-carboxylic acid tert-butyl ester). The solvent is O1CCOCC1 (dioxane). Conditions: temperature 90 celsius, time 8 hour. Product: C(C)(C)(C)OC(=O)N1CC2=C(N3C=NN=C3C1)C=CC(=C2)Cl (8-chloro-4H,6H-2,3,5,10b-tetraaza-benzo[e]azulene-5-carboxylic acid tert-butyl ester). Isolated yield 75.1%. Reaction SMILES: [CH:1]([NH:3][NH2:4])=O.[C:5]([O:9][C:10]([N:12]1[CH2:18][C:17]2[CH:19]=[C:20]([Cl:23])[CH:21]=[CH:22][C:16]=2[NH:15][C:14](=S)[CH2:13]1)=[O:11])([CH3:8])([CH3:7])[CH3:6]>O1CCOCC1>[C:5]([O:9][C:10]([N:12]1[CH2:13][C:14]2[N:15]([CH:1]=[N:3][N:4]=2)[C:16]2[CH:22]=[CH:21][C:20]([Cl:23])=[CH:19][C:17]=2[CH2:18]1)=[O:11])([CH3:8])([CH3:6])[CH3:7]. Procedure: Formylhydrazine (10.7 g, 160 mmol) was added over a period of 4 hours to a solution of 7-chloro-2-thioxo-1,2,3,5-tetrahydro-benzo[e][1,4]diazepine-4-carboxylic acid tert-butyl ester (10.0 g, 32.0 mmol) in dioxane (200 ml) at 90° C. The reaction mixture was stirred at 90° C. overnight, then evaporated. The residue was purified by chromatography (300 g silica gel, heptane: ethyl acetate, 8:2 to 0:1) to yield 7.71 g (75%) 8-chloro-4H,6H-2,3,5,10b-tetraaza-benzo[e]azulene-5-carboxylic acid tert-buty... Reactants: C(C)OC(C1=CC2=C(N=C(N=C2)NC2=CC=C(C=C2)N2CCN(CC2)C(C)=O)N1C(CC)CC)OCC (1-(4-{4-[6-Diethoxymethyl-7-(1-ethyl-propyl)-7H-pyrrolo[2,3-d]pyrimidin-2-ylamino]-phenyl}-piperazin-1-yl)-ethanone), Cl (HCl), C(=O)(O)[O-].[Na+] (NaHCO3), [OH-].[Na+] (NaOH). Run in O1CCOCC1 (1,4 dioxane). Reaction conditions: time 30 minute. The product is C(C)(=O)N1CCN(CC1)C1=CC=C(C=C1)NC=1N=CC2=C(N1)N(C(=C2)C=O)C(CC)CC (2-[4-(4-Acetyl-piperazin-1-yl)-phenylamino]-7-(1-ethyl-propyl)-7H-pyrrolo[2,3-d]pyrimidine-6-carbaldehyde). Yield: 105.2%. As a reaction SMILES: C([O:3][CH:4](OCC)[C:5]1[N:29]([CH:30]([CH2:33][CH3:34])[CH2:31][CH3:32])[C:8]2[N:9]=[C:10]([NH:13][C:14]3[CH:19]=[CH:18][C:17]([N:20]4[CH2:25][CH2:24][N:23]([C:26](=[O:28])[CH3:27])[CH2:22][CH2:21]4)=[CH:16][CH:15]=3)[N:11]=[CH:12][C:7]=2[CH:6]=1)C.Cl.[OH-].[Na+].C([O-])(O)=O.[Na+]>O1CCOCC1>[C:26]([N:23]1[CH2:24][CH2:25][N:20]([C:17]2[CH:18]=[CH:19][C:14]([NH:13][C:10]3[N:11]=[CH:12][C:7]4[CH:6]=[C:5]([CH:4]=[O:3])[N:29]([CH:30]([CH2:31][CH3:32])[CH2:33][CH3:34])[C:8]=4[N:9]=3)=[CH:15][CH:16]=2)[CH2:21][CH2:22]1)(=[O:28])[CH3:27] |f:2.3,4.5|. Procedure: To a solution 1-(4-{4-[6-Diethoxymethyl-7-(1-ethyl-propyl)-7H-pyrrolo[2,3-d]pyrimidin-2-ylamino]-phenyl}-piperazin-1-yl)-ethanone (178 mg, 0.35 mmol) in 1,4 dioxane (2.8 mL) is added 0.8 mL of concentrated HCl at ambient temperature. The reaction mixture is stirred at ambient temperature for 30 mins. The mixture is neutralized with 1 N NaOH aqueous solution and saturated NaHCO3 aqueous solution, extracted with EtOAc. The organic layer is washed with brine, dried Na2SO4, and concentrated under re... Starting materials: N#CC1CC2(c3ccccc3)C(=O)C=CC1N2Cc1ccccc1, CCOC(C)=O, ClCCl. The product is N#CC1CC2(c3ccccc3)C(=O)CCC1N2Cc1ccccc1. RXN SMILES: [CH2:1]([c:2]1[cH:3][cH:4][cH:5][cH:6][cH:7]1)[N:8]1[C:9]2([c:19]3[cH:20][cH:21][cH:22][cH:23][cH:24]3)[C:10](=[O:18])[CH:11]=[CH:12][CH:13]1[CH:14]([C:16]#[N:17])[CH2:15]2.[CH3:25][CH2:26][O:27][C:28](=[O:29])[CH3:30].[Cl:31][CH2:32][Cl:33]>>[CH2:1]([c:2]1[cH:3][cH:4][cH:5][cH:6][cH:7]1)[N:8]1[C:9]2([c:19]3[cH:20][cH:21][cH:22][cH:23][cH:24]3)[C:10](=[O:18])[CH2:11][CH2:12][CH:13]1[CH:14]([C:16]#[N:17])[CH2:15]2.